This data is from the Open Reaction Database (ORD), a public repository of structured organic reaction records. The task is: describe an organic reaction: reactants, conditions, products, and yield Starting materials: BrCN1S(C2=C(C1=O)C(=CC(=C2)OC)C(C)C)(=O)=O (2-bromomethyl-4-isopropyl-6-methoxy-1,2-benzisothiazol-3(2H)-one 1,1-dioxide), ClC1=C(C=CC(=C1)Cl)N1N=C(CC1=O)C#N (2,4-dihydro-2-(2,4-dichlorophenyl)-5-cyano-3H-pyrazol-3-one), [F-].[K+] (KF), CN(C)C=O (DMF). Run in O (water). Conditions: time 8 hour. The product is C(C)(C)C1=CC(=CC2=C1C(N(S2(=O)=O)COC2=CC(=NN2C2=C(C=C(C=C2)Cl)Cl)C#N)=O)OC (4-isopropyl-6-methoxy-2-[1-(2, 4-dichlorophenyl)-3-cyanopyrazol-5-yl-oxymethyl]-1,2-benzisothiazol-3(2H)-one 1,1-dioxide). Isolated yield 50.4%. As a reaction SMILES: Br[CH2:2][N:3]1[C:7](=[O:8])[C:6]2[C:9]([CH:15]([CH3:17])[CH3:16])=[CH:10][C:11]([O:13][CH3:14])=[CH:12][C:5]=2[S:4]1(=[O:19])=[O:18].[Cl:20][C:21]1[CH:26]=[C:25]([Cl:27])[CH:24]=[CH:23][C:22]=1[N:28]1[C:32](=[O:33])[CH2:31][C:30]([C:34]#[N:35])=[N:29]1.[F-].[K+].CN(C=O)C>O>[CH:15]([C:9]1[C:6]2[C:7](=[O:8])[N:3]([CH2:2][O:33][C:32]3[N:28]([C:22]4[CH:23]=[CH:24][C:25]([Cl:27])=[CH:26][C:21]=4[Cl:20])[N:29]=[C:30]([C:34]#[N:35])[CH:31]=3)[S:4](=[O:19])(=[O:18])[C:5]=2[CH:12]=[C:11]([O:13][CH3:14])[CH:10]=1)([CH3:17])[CH3:16] |f:2.3|. Reported procedure: A mixture of 2-bromomethyl-4-isopropyl-6-methoxy-1,2-benzisothiazol-3(2H)-one 1,1-dioxide (410 mg, 1.18 mmol), 2,4-dihydro-2-(2,4-dichlorophenyl)-5-cyano-3H-pyrazol-3-one (300 mg, 1.18 mmol), KF (68.44 mg, 1.18 mmol) and DMF (20 mL) was stirred at room temperature overnight. The reaction mixture was diluted with water (100 mL) and was extracted with ether (3×50 mL). The ether extracts were combined, dried over Na2SO4, filtered and concentrated. The residue was purified by flash chromatography on...